From a dataset of the Open Reaction Database (ORD), a public repository of structured organic reaction records. describe an organic reaction: reactants, conditions, products, and yield Procedure details: A solution of ethyl (E)-3-(2-methyl-1-oxo-4-phenyl-1,2-dihydroisoquinolin-3-yl)propenoate (4.0 g) in a mixture of glacial acetic acid (50 ml) and concentrated hydrochloric acid (50 ml) was heated at reflux for 2 hours and then poured onto a mixture of ice and water (100 g). The resulting white solid was filtered off and crystallised from ethanol, to give (E)-3-(2-methyl-1-oxo-4-phenyl-1,2-dihydroisoquinolin-3-yl)propenoic acid (2.8 g) in the form of white crystals, m.p.266°-268° C. [Elemental an... Starting materials: CN1C(C2=CC=CC=C2C(=C1/C=C/C(=O)OCC)C1=CC=CC=C1)=O (ethyl (E)-3-(2-methyl-1-oxo-4-phenyl-1,2-dihydroisoquinolin-3-yl)propenoate), C(C)(=O)O (acetic acid), Cl (hydrochloric acid). Run in O (water). RXN SMILES: [CH3:1][N:2]1[C:11](/[CH:12]=[CH:13]/[C:14]([O:16]CC)=[O:15])=[C:10]([C:19]2[CH:24]=[CH:23][CH:22]=[CH:21][CH:20]=2)[C:9]2[C:4](=[CH:5][CH:6]=[CH:7][CH:8]=2)[C:3]1=[O:25].C(O)(=O)C.Cl>O>[CH3:1][N:2]1[C:11](/[CH:12]=[CH:13]/[C:14]([OH:16])=[O:15])=[C:10]([C:19]2[CH:20]=[CH:21][CH:22]=[CH:23][CH:24]=2)[C:9]2[C:4](=[CH:5][CH:6]=[CH:7][CH:8]=2)[C:3]1=[O:25]. Isolated yield 76.4%. The product is CN1C(C2=CC=CC=C2C(=C1/C=C/C(=O)O)C1=CC=CC=C1)=O ((E)-3-(2-methyl-1-oxo-4-phenyl-1,2-dihydroisoquinolin-3-yl)propenoic acid). The reactants are P(=O)(O)(O)COC(C(CC)(CC)OCP(=O)(O)O)(CC)CC (tetraethylethyleneglycol di-(phosphonomethyl) ether), Example V, acid. The solvent is Cl (hydrochloric acid). Conditions: time 7.5 hour. The product is P(=O)(O)(O)COCCOCP(=O)(O)O (ethyleneglycol di-(phosphonomethyl) ether). RXN SMILES: [P:1]([CH2:5][O:6][C:7](CC)(CC)[C:8]([O:13][CH2:14][P:15]([OH:18])([OH:17])=[O:16])(CC)CC)([OH:4])([OH:3])=[O:2]>Cl>[P:1]([CH2:5][O:6][CH2:7][CH2:8][O:13][CH2:14][P:15]([OH:17])([OH:18])=[O:16])([OH:3])([OH:4])=[O:2]. Reported procedure: A solution of the tetraethylethyleneglycol di-(phosphonomethyl) ether prepared in accordance with the process of Example V (1.2 g, 3.3 mmol) in 15 ml concentrated hydrochloric acid was heated to reflux for 3 hours. An additional 5 ml of acid was added and the reflux continued for another 7.5 hours. After standing overnight at room temperature, the solution was concentrated under vacuum. The residue was dissolved in water and washed with hexane. Concentration under vacuum gave 0.6 g of ethylenegl... The reactants are CN(C)C=O, CCOC(=O)CN=C=O, Cc1noc(NS(=O)(=O)c2ccc(N)cc2)c1C. The product is CCOC(=O)CNC(=O)Nc1ccc(S(=O)(=O)Nc2onc(C)c2C)cc1. Reaction SMILES: [CH3:28][N:29]([CH3:30])[CH:31]=[O:32].[N:19](=[C:20]=[O:21])[CH2:22][C:23](=[O:24])[O:25][CH2:26][CH3:27].[NH2:1][c:2]1[cH:3][cH:4][c:5]([S:8](=[O:9])(=[O:10])[NH:11][c:12]2[c:13]([CH3:18])[c:14]([CH3:17])[n:15][o:16]2)[cH:6][cH:7]1>>[NH:1]([c:2]1[cH:3][cH:4][c:5]([S:8](=[O:9])(=[O:10])[NH:11][c:12]2[c:13]([CH3:18])[c:14]([CH3:17])[n:15][o:16]2)[cH:6][cH:7]1)[C:20]([NH:19][CH2:22][C:23](=[O:24])[O:25][CH2:26][CH3:27])=[O:21]. The reactants are COC(CC1=C(C=C(C=C1)NC1=NC=CC=C1N)C)=O ([4-(3-amino-pyridin-2-ylamino)-2-methyl-phenyl]-acetic acid methyl ester), C(OCC)(OCC)OCC (triethyl orthoformate). Reaction conditions: temperature 150 celsius, time 3 hour. Yields the product COC(CC1=C(C=C(C=C1)N1C=NC=2C1=NC=CC2)C)=O ((4-Imidazo[4,5-b]pyridin-3-yl-2-methyl-phenyl)-acetic acid methyl ester). As a reaction SMILES: [CH3:1][O:2][C:3](=[O:20])[CH2:4][C:5]1[CH:10]=[CH:9][C:8]([NH:11][C:12]2[C:17]([NH2:18])=[CH:16][CH:15]=[CH:14][N:13]=2)=[CH:7][C:6]=1[CH3:19].[CH:21](OCC)(OCC)OCC>>[CH3:1][O:2][C:3](=[O:20])[CH2:4][C:5]1[CH:10]=[CH:9][C:8]([N:11]2[C:12]3=[N:13][CH:14]=[CH:15][CH:16]=[C:17]3[N:18]=[CH:21]2)=[CH:7][C:6]=1[CH3:19]. Procedure: A mixture of [4-(3-amino-pyridin-2-ylamino)-2-methyl-phenyl]-acetic acid methyl ester (1.92 g, 7.08 mmol) and triethyl orthoformate (30 mL, 181 mmol, 26 equiv) is stirred for 3 h at 150° C. The resulting mixture is allowed to cool to rt and concentrated in vacuo to provide the title compound: ES-MS: 282.1 [M+H]+; tR=3.39 min (System 1). The product is [C@@H]1([C@H](O)[C@H](O)[C@H](O1)CO)N1N=C(N=C1)C(=O)N (1-(β -D-ribofuranosyl)-1,2,4-triazole-3-carboxamide). Yield: 90.0%. As a reaction SMILES: C[O:2][C:3]([C:5]1[N:9]=[CH:8][N:7]([C@@H:10]2[O:22][C@H:21]([CH2:23][O:24]C(=O)C)[C@@H:16]([O:17]C(=O)C)[C@H:11]2[O:12]C(=O)C)[N:6]=1)=O.[NH3:28]>CO>[C@@H:10]1([N:7]2[CH:8]=[N:9][C:5]([C:3]([NH2:28])=[O:2])=[N:6]2)[O:22][C@H:21]([CH2:23][OH:24])[C@@H:16]([OH:17])[C@H:11]1[OH:12]. The solvent is CO (methanol). Procedure details: A solution of 1-(2,3,5-tri-O-acetyl-β -D-ribofuranosyl)-1,2,4-triazole-3-carboxylic acid methyl ester (10.0 g., 26.0 mmole) in methanol (70 ml.) saturated at 0° with anhydrous ammonia was kept in a sealed pressure flask at 25° for 18 hrs. The product was crystallized from ethanol to give 1-(β -D-ribofuranosyl)-1,2,4-triazole-3-carboxamide (5.70 g., 90.0%). Starting materials: COC(=O)C1=NN(C=N1)[C@H]1[C@H](OC(C)=O)[C@H](OC(C)=O)[C@H](O1)COC(C)=O (1-(2,3,5-tri-O-acetyl-β -D-ribofuranosyl)-1,2,4-triazole-3-carboxylic acid methyl ester), N (ammonia). Starting materials: BrB(Br)Br, CCO, ClCCl, [Na+], O=C([O-])O, c1ccc2c(Oc3cccc4ccccc34)cccc2c1. The product is Oc1cccc2ccccc12. As a reaction SMILES: [B:22]([Br:23])([Br:24])[Br:25].[CH3:26][CH2:27][OH:28].[Cl:34][CH2:35][Cl:36].[Na+:33].[O-:29][C:30]([OH:31])=[O:32].[c:1]1([O:11][c:12]2[c:13]3[c:14]([cH:15][cH:16][cH:17][cH:18]3)[cH:19][cH:20][cH:21]2)[cH:2][cH:3][cH:4][c:5]2[cH:6][cH:7][cH:8][cH:9][c:10]12>>[c:1]1([OH:11])[cH:2][cH:3][cH:4][c:5]2[cH:6][cH:7][cH:8][cH:9][c:10]12. Starting materials: C1(CC1)N1C=CC2=C(C=C(C=C12)C(=O)OCC)OC (ethyl 1-cyclopropyl-4-methoxy-1H-indole-6-carboxylate), Cl (HCl). Solvent: CO (MeOH). Conditions: temperature 60 celsius, time 8 hour. Yields the product C1(CC1)N1C=CC2=C(C=C(C=C12)C(=O)O)OC (1-cyclopropyl-4-methoxy-1H-indole-6-carboxylic acid). Isolated yield 102.1%. Reaction SMILES: [CH:1]1([N:4]2[C:12]3[C:7](=[C:8]([O:18][CH3:19])[CH:9]=[C:10]([C:13]([O:15]CC)=[O:14])[CH:11]=3)[CH:6]=[CH:5]2)[CH2:3][CH2:2]1.Cl>CO>[CH:1]1([N:4]2[C:12]3[C:7](=[C:8]([O:18][CH3:19])[CH:9]=[C:10]([C:13]([OH:15])=[O:14])[CH:11]=3)[CH:6]=[CH:5]2)[CH2:2][CH2:3]1. Procedure details: 35 ml of 5N NaOHaq was added to a solution of 15.15 g of ethyl 1-cyclopropyl-4-methoxy-1H-indole-6-carboxylate in MeOH and the mixture was stirred at 60° C. for 8 hrs. The mixture was cooled to 0° C. and 35 ml of 5N HCl was added thereto. The precipitate was filtered and dried in vacuo to give 13.8 g of 1-cyclopropyl-4-methoxy-1H-indole-6-carboxylic acid as a colorless solid.